Dataset: the Open Reaction Database (ORD), a public repository of structured organic reaction records. Task: describe an organic reaction: reactants, conditions, products, and yield Starting materials: CN(S(=O)(=O)N1CCN(CC12CC2)C=2C1=C(N=CN2)NC=C1)CC1CNCC1 (N-methyl-N-(pyrrolidin-3-ylmethyl)-5-(7H-pyrrolo[2,3-d]pyrimidin-4-yl)-5,8-diazaspiro[2.5]octane-8-sulfonamide), CN(S(=O)(=O)N1CCN(CC12CC2)C=2C1=C(N=CN2)NC=C1)CC1CNCC1 (N-methyl-N-(pyrrolidin-3-ylmethyl)-5-(7H-pyrrolo[2,3-d]pyrimidin-4-yl)-5,8-diazaspiro[2.5]octane-8-sulfonamide), CCN(C(C)C)C(C)C (DIPEA), C(CC)S(=O)(=O)Cl (propane-1-sulfonyl chloride). Solvent: CS(=O)C (DMSO). Run at temperature 40 celsius, time 1 hour. The product is CN(S(=O)(=O)N1CCN(CC12CC2)C=2C1=C(N=CN2)NC=C1)CC1CN(CC1)S(=O)(=O)CCC (N-methyl-N-[(1-propylsulfonylpyrrolidin-3-yl)methyl]-5-(7H-pyrrolo[2,3-d]pyrimidin-4-yl)-5,8-diazaspiro[2.5]octane-8-sulfonamide). As a reaction SMILES: [CH3:1][N:2]([CH2:23][CH:24]1[CH2:28][CH2:27][NH:26][CH2:25]1)[S:3]([N:6]1[C:11]2([CH2:13][CH2:12]2)[CH2:10][N:9]([C:14]2[C:15]3[CH:22]=[CH:21][NH:20][C:16]=3[N:17]=[CH:18][N:19]=2)[CH2:8][CH2:7]1)(=[O:5])=[O:4].CCN(C(C)C)C(C)C.[CH2:38]([S:41](Cl)(=[O:43])=[O:42])[CH2:39][CH3:40]>CS(C)=O>[CH3:1][N:2]([CH2:23][CH:24]1[CH2:28][CH2:27][N:26]([S:41]([CH2:38][CH2:39][CH3:40])(=[O:43])=[O:42])[CH2:25]1)[S:3]([N:6]1[C:11]2([CH2:13][CH2:12]2)[CH2:10][N:9]([C:14]2[C:15]3[CH:22]=[CH:21][NH:20][C:16]=3[N:17]=[CH:18][N:19]=2)[CH2:8][CH2:7]1)(=[O:4])=[O:5]. Procedure details: N-methyl-N-(pyrrolidin-3-ylmethyl)-5-(7H-pyrrolo[2,3-d]pyrimidin-4-yl)-5,8-diazaspiro[2.5]octane-8-sulfonamide (intermediate 25) (0.042 mmol) was dissolved in dry DMSO (0.5 mL), added DIPEA (0.25 mL) and propane-1-sulfonyl chloride (0.050 mmol) and then stirred at 40° C. for 1 h. The pure compound was obtained by standard preparative HPLC purification of the reaction mixture. Reactants: [Br-], Clc1ccc(Nc2cc[n+]3ccccc3c2)cc1, [Na+], [OH-]. The product is Clc1ccc(N=c2ccn3ccccc3c2)cc1. As a reaction SMILES: [Br-:1].[Cl:2][c:3]1[cH:4][cH:5][c:6]([NH:7][c:8]2[cH:9][c:10]3[cH:11][cH:12][cH:13][cH:14][n+:15]3[cH:16][cH:17]2)[cH:18][cH:19]1.[Na+:21].[OH-:20]>>[Cl:2][c:3]1[cH:4][cH:5][c:6]([N:7]=[c:8]2[cH:9][c:10]3[cH:11][cH:12][cH:13][cH:14][n:15]3[cH:16][cH:17]2)[cH:18][cH:19]1. The reactants are [Cl-].[Cl-].[Ca+2] (CaCl2), Ca(ClO3)2, Ca(OCl)2, [Cl-].[Cl-].[Ca+2] (CaCl2), Ca(ClO3)2, O (H2O). Product: O.O.O.O.O.O.[Cl-].[Ca+2].[Cl-] (calcium chloride hexahydrate). As a reaction SMILES: [Cl-:1].[Cl-].[Ca+2:3].[OH2:4]>>[OH2:4].[OH2:4].[OH2:4].[OH2:4].[OH2:4].[OH2:4].[Cl-:1].[Ca+2:3].[Cl-:1] |f:0.1.2,4.5.6.7.8.9.10.11.12|. Procedure details: An aqueous filtrate (1000 parts) containing 26.5 percent CaCl2 and 1.5 percent Ca(ClO3)2 and minor amounts of Ca(OCl)2 is recovered from a calcium hypochlorite paste filter and fed to a mixing vessel. Also fed to a heated mixing vessel are 96 parts of a calcium chlorate liquor containing 47 percent by weight of Ca(OCl3)2 and 33.5 percent by weight of CaCl2 [Ca(ClO3)2 /CaCl2 weight ratio=1.4]. The solutions are mixed and heated to convert the Ca(OCl)2 to calcium chlorate and provided a blended so... Starting materials: C[C@]12C(CC[C@H]2C2=C(CC1)C=1C=CC(=CC1CC2)OC)=O (13-methyl-3-methoxygona-1,3,5(10),8-tetraen-17-one), [BH4-].[Na+] (sodium borohydride), C(C)(=O)O (acetic acid). Solvent: C(C)O (ethanol), C(C)O (ethanol). Product: C[C@]12[C@H](CC[C@H]2C2=C(CC1)C=1C=CC(=CC1CC2)OC)O (13β-Methyl-3-methoxygona-1,3,5(10),8-tetraen-17β-ol). Isolated yield 44.7%. As a reaction SMILES: [BH4-].[Na+].[CH3:3][C@:4]12[CH2:12][CH2:11][C:10]3[C:13]4[CH:14]=[CH:15][C:16]([O:21][CH3:22])=[CH:17][C:18]=4[CH2:19][CH2:20][C:9]=3[C@@H:8]1[CH2:7][CH2:6][C:5]2=[O:23].C(O)(=O)C>C(O)C>[CH3:3][C@:4]12[CH2:12][CH2:11][C:10]3[C:13]4[CH:14]=[CH:15][C:16]([O:21][CH3:22])=[CH:17][C:18]=4[CH2:19][CH2:20][C:9]=3[C@@H:8]1[CH2:7][CH2:6][C@@H:5]2[OH:23] |f:0.1|. Reported procedure: Add sodium borohydride (0.5 g.) in ethanol (60 cc.) with stirring to 13-methyl-3-methoxygona-1,3,5(10),8-tetraen-17-one (2.0 g.) in ethanol (150 cc.) at 14°-15°. Leave the mixture at room temperature for 1 hour, acidify with glacial acetic acid and evaporate to dryness under reduced pressure. Treat the residue with water, ether-extract and wash and dry. Evaporate the extracts. Recrystallize the residue from a mixture of methanol (15 cc.) and water (3 cc.) to obtain the title product (0.90 g.), m...